Dataset: the Open Reaction Database (ORD), a public repository of structured organic reaction records. Task: describe an organic reaction: reactants, conditions, products, and yield Reactants: N(=[N+]=[N-])C[C@H]1N(CC[C@@H]1O)C(=O)OC(C)(C)C (1,1-dimethylethyl (2R,3S)-2-(azidomethyl)-3-hydroxy-1-pyrrolidinecarboxylate), C1(=CC=CC=C1)P(C1=CC=CC=C1)C1=CC=CC=C1 (triphenylphosphine), [N+](=O)([O-])C1=CC=C(C(=O)O)C=C1 (4-nitrobenzoic acid), solution, N(=NC(=O)OCC)C(=O)OCC (diethyl azodicarboxylate). Run in O (water), O1CCCC1 (tetrahydrofuran), C1(=CC=CC=C1)C (toluene). Run at time 8 hour. Yields the product N(=[N+]=[N-])C[C@H]1N(CC[C@@H]1OC(=O)C1=CC=C(C=C1)[N+](=O)[O-])C(=O)OC(C)(C)C (1,1-dimethylethyl (2R,3S)-2-(azidomethyl)-3-{[(4-nitrophenyl)carbonyl]oxy}-1-pyrrolidinecarboxylate). Isolated yield 58.1%. RXN SMILES: [N:1]([CH2:4][C@@H:5]1[C@@H:9]([OH:10])[CH2:8][CH2:7][N:6]1[C:11]([O:13][C:14]([CH3:17])([CH3:16])[CH3:15])=[O:12])=[N+:2]=[N-:3].C1(P(C2C=CC=CC=2)C2C=CC=CC=2)C=CC=CC=1.[N+:37]([C:40]1[CH:48]=[CH:47][C:43]([C:44](O)=[O:45])=[CH:42][CH:41]=1)([O-:39])=[O:38].N(C(OCC)=O)=NC(OCC)=O>O1CCCC1.C1(C)C=CC=CC=1.O>[N:1]([CH2:4][C@@H:5]1[C@@H:9]([O:10][C:44]([C:43]2[CH:42]=[CH:41][C:40]([N+:37]([O-:39])=[O:38])=[CH:48][CH:47]=2)=[O:45])[CH2:8][CH2:7][N:6]1[C:11]([O:13][C:14]([CH3:17])([CH3:16])[CH3:15])=[O:12])=[N+:2]=[N-:3]. Reported procedure: To a solution of the compound 3 (1.30 g) in tetrahydrofuran (25 mL), triphenylphosphine (3.10 g), 4-nitrobenzoic acid (2.24 g) and 2.2 mol/L of a solution (5.4 mL) of diethyl azodicarboxylate in toluene were added at 0° C. The reaction mixture was stirred at room temperature for overnight. The reaction mixture was added water and extracted with ethyl acetate. The extract was washed with aqueous saturated sodium hydrogen carbonate solution and saturated brine, dried over anhydrous magnesium sulfa... Starting materials: CO, COc1ccc(C(F)(F)F)c(C)c1[N+](=O)[O-]. The product is COc1ccc(C(F)(F)F)c(C)c1N. As a reaction SMILES: [CH3:17][OH:18].[CH3:1][O:2][c:3]1[c:4]([N+:14]([O-:15])=[O:16])[c:5]([CH3:13])[c:6]([C:9]([F:10])([F:11])[F:12])[cH:7][cH:8]1>>[CH3:1][O:2][c:3]1[c:4]([NH2:14])[c:5]([CH3:13])[c:6]([C:9]([F:10])([F:11])[F:12])[cH:7][cH:8]1. Starting materials: CC(C)(C)[Si](C)(C)OCc1ccc(CO)nc1, CCCCP(CCCC)CCCC, CCCc1nc(C)[nH]c(=O)c1Cc1ccc(-c2ccccc2C#N)cc1, O=C(N=NC(=O)N1CCCCC1)N1CCCCC1, C1CCOC1. Product: CCCc1nc(C)n(Cc2ccc(CO[Si](C)(C)C(C)(C)C)cn2)c(=O)c1Cc1ccc(-c2ccccc2C#N)cc1. As a reaction SMILES: [C:58]([CH3:59])([CH3:60])([CH3:61])[Si:62]([O:63][CH2:64][c:65]1[cH:66][cH:67][c:68]([CH2:71][OH:72])[n:69][cH:70]1)([CH3:73])[CH3:74].[CH2:45]([P:46]([CH2:47][CH2:48][CH2:49][CH3:50])[CH2:51][CH2:52][CH2:53][CH3:54])[CH2:55][CH2:56][CH3:57].[CH3:1][c:2]1[nH:3][c:4](=[O:26])[c:5]([CH2:11][c:12]2[cH:13][cH:14][c:15](-[c:18]3[c:19]([C:24]#[N:25])[cH:20][cH:21][cH:22][cH:23]3)[cH:16][cH:17]2)[c:6]([CH2:8][CH2:9][CH3:10])[n:7]1.[N:27]([C:28]([N:29]1[CH2:30][CH2:31][CH2:32][CH2:33][CH2:34]1)=[O:35])=[N:36][C:37]([N:38]1[CH2:39][CH2:40][CH2:41][CH2:42][CH2:43]1)=[O:44].[O:75]1[CH2:76][CH2:77][CH2:78][CH2:79]1>>[CH3:1][c:2]1[n:3]([CH2:71][c:68]2[cH:67][cH:66][c:65]([CH2:64][O:63][Si:62]([C:58]([CH3:59])([CH3:60])[CH3:61])([CH3:73])[CH3:74])[cH:70][n:69]2)[c:4](=[O:26])[c:5]([CH2:11][c:12]2[cH:13][cH:14][c:15](-[c:18]3[c:19]([C:24]#[N:25])[cH:20][cH:21][cH:22][cH:23]3)[cH:16][cH:17]2)[c:6]([CH2:8][CH2:9][CH3:10])[n:7]1. The reactants are O (water), ClC1=CC=C(C=C1)C1(OCC(CO1)(C1=CC=C(C=C1)F)C1=CC=C(C=C1)F)C(=O)OCC (ethyl 2-(4-chlorophenyl)-5,5-bis(4-fluorophenyl)-[1,3]dioxane-2-carboxylate), [OH-].[Na+] (NaOH). The solvent is CO (methanol). Yields the product ClC1=CC=C(C=C1)C1(OCC(CO1)(C1=CC=C(C=C1)F)C1=CC=C(C=C1)F)C(=O)O (2-(4-Chlorophenyl)-5,5-bis(4-fluorophenyl)-[1,3]dioxane-2-carboxylic Acid). Reaction SMILES: [Cl:1][C:2]1[CH:7]=[CH:6][C:5]([C:8]2([C:28]([O:30]CC)=[O:29])[O:13][CH2:12][C:11]([C:21]3[CH:26]=[CH:25][C:24]([F:27])=[CH:23][CH:22]=3)([C:14]3[CH:19]=[CH:18][C:17]([F:20])=[CH:16][CH:15]=3)[CH2:10][O:9]2)=[CH:4][CH:3]=1.O.[OH-].[Na+]>CO>[Cl:1][C:2]1[CH:3]=[CH:4][C:5]([C:8]2([C:28]([OH:30])=[O:29])[O:9][CH2:10][C:11]([C:21]3[CH:26]=[CH:25][C:24]([F:27])=[CH:23][CH:22]=3)([C:14]3[CH:15]=[CH:16][C:17]([F:20])=[CH:18][CH:19]=3)[CH2:12][O:13]2)=[CH:6][CH:7]=1 |f:2.3|. Procedure details: 2.8 g of ethyl 2-(4-chlorophenyl)-5,5-bis(4-fluorophenyl)-[1,3]dioxane-2-carboxylate are refluxed for 7 hours in 60 ml of methanol and 15 ml of water containing 0.7 g of NaOH. After concentrating, the residue is diluted with water and stirred until a solution is obtained. This solution is washed with ether and the aqueous phase is acidified with HCl. The solid formed is filtered off and washed with water and pentane. The product is recrystallized from 100 ml of toluene. (m.p.=228-30° C.; weight ... The reactants are C1CS1, [Cl-], N, [NH4+], [Na], O=[N+]([O-])[O-], CCN(CC)CCCc1ccncc1. Product: CCN(CC)CCC(CCS)c1ccncc1. Reaction SMILES: [CH2:20]1[CH2:21][S:22]1.[Cl-:23].[NH3:25].[NH4+:24].[Na:5].[O-:1][N+:2](=[O:3])[O-:4].[n:6]1[cH:7][cH:8][c:9]([CH2:12][CH2:13][CH2:14][N:15]([CH2:16][CH3:17])[CH2:18][CH3:19])[cH:10][cH:11]1>>[n:6]1[cH:7][cH:8][c:9]([CH:12]([CH2:13][CH2:14][N:15]([CH2:16][CH3:17])[CH2:18][CH3:19])[CH2:20][CH2:21][SH:22])[cH:10][cH:11]1. Starting materials: FC1=C(C=CC(=C1)F)O (2,4-difluorophenol), BrC1=C(C=C(C(=C1)[N+](=O)[O-])F)F (1-bromo-2,4-difluoro-5-nitrobenzene), C([O-])([O-])=O.[Cs+].[Cs+] (cesium carbonate). The solvent is CS(=O)C (DMSO). Conditions: time 60 minute. Yields the product BrC1=C(C=C(C(=C1)[N+](=O)[O-])F)OC1=C(C=C(C=C1)F)F (1-bromo-2-(2,4-difluorophenoxy)-4-fluoro-5-nitrobenzene), BrC1=C(C=C(C(=C1)[N+](=O)[O-])OC1=C(C=C(C=C1)F)F)F (1-bromo-4-(2,4-difluorophenoxy)-2-fluoro-5-nitrobenzene), mixture. The yield is 81.0%. As a reaction SMILES: [Br:1][C:2]1[CH:7]=[C:6]([N+:8]([O-:10])=[O:9])[C:5]([F:11])=[CH:4][C:3]=1[F:12].C(=O)([O-])[O-].[Cs+].[Cs+].[F:19][C:20]1[CH:25]=[C:24]([F:26])[CH:23]=[CH:22][C:21]=1[OH:27]>CS(C)=O>[Br:1][C:2]1[CH:7]=[C:6]([N+:8]([O-:10])=[O:9])[C:5]([F:11])=[CH:4][C:3]=1[O:27][C:21]1[CH:22]=[CH:23][C:24]([F:26])=[CH:25][C:20]=1[F:19].[Br:1][C:2]1[CH:7]=[C:6]([N+:8]([O-:10])=[O:9])[C:5]([O:27][C:21]2[CH:22]=[CH:23][C:24]([F:26])=[CH:25][C:20]=2[F:19])=[CH:4][C:3]=1[F:12] |f:1.2.3|. Reported procedure: A mixture of 1-bromo-2,4-difluoro-5-nitrobenzene (0.5 g, 2.10 mmol) and cesium carbonate (0.685 g, 2.10 mmol) in DMSO (10.50 mL) was treated dropwise with 2,4-difluorophenol (0.273 g, 2.10 mmol), stirred for 60 minutes at ambient temperature and partitioned between ethyl acetate and water, adjusting the pH to 6 with 1 M HCl. The organic layer was washed with water, saturated aqueous sodium chloride, dried (MgSO4), filtered, and concentrated. Purification by chromatography (silica gel, 0-30% ethy...